This data is from the Open Reaction Database (ORD), a public repository of structured organic reaction records. The task is: describe an organic reaction: reactants, conditions, products, and yield The reactants are N1C=NC=C1 (imidazole), C1=C(C=CC=C1O)C (m-Cresol), C(=C)C(=O)C (methyl vinyl ketone), C(C)N (ethyl amine). The solvent is C(Cl)(Cl)Cl (chloroform). Conditions: time 3 hour. The product is CC=1C=C(OCCC(C)=O)C=CC1 (4-(3-methylphenoxy)-2-butanone). Reaction SMILES: [CH:1]1[C:6]([OH:7])=[CH:5][CH:4]=[CH:3][C:2]=1[CH3:8].[CH:9]([C:11]([CH3:13])=[O:12])=[CH2:10].C(N)C.N1C=CN=C1>C(Cl)(Cl)Cl>[CH3:8][C:2]1[CH:1]=[C:6]([CH:5]=[CH:4][CH:3]=1)[O:7][CH2:10][CH2:9][C:11](=[O:12])[CH3:13]. Reported procedure: To m-Cresol (4.0 g, 37 mmol), methyl vinyl ketone (3.2 mL, 37 mmol) in chloroform (25 mL), was added diispropyl ethyl amine. The mixture was heated at reflux for 16 h, allowed to cool to room temperature and evaporated. The residue has 50% product and 50% starting material. The starting material was separated as t-butyldimethyl silyl ether. The product was isolated via plug filteration using silica gel 50% hexane/ethyl acetate. Yield 4.5 g (68%). As an alternative purification procedure, the cru... The reactants are CCC(=O)C1=C(O)CC(c2ccc(NC(C)=O)cc2)CC1=O, CCON, C1CCOC1, O. Product: CCON=C(CC)C1=C(O)CC(c2ccc(NC(C)=O)cc2)CC1=O. RXN SMILES: [C:6]([CH3:7])(=[O:8])[NH:9][c:10]1[cH:11][cH:12][c:13]([CH:16]2[CH2:17][C:18]([OH:27])=[C:19]([C:23]([CH2:24][CH3:25])=[O:26])[C:20](=[O:22])[CH2:21]2)[cH:14][cH:15]1.[CH2:28]([CH3:29])[O:30][NH2:31].[O:1]1[CH2:2][CH2:3][CH2:4][CH2:5]1.[OH2:32]>>[C:6]([CH3:7])(=[O:8])[NH:9][c:10]1[cH:11][cH:12][c:13]([CH:16]2[CH2:17][C:18]([OH:27])=[C:19]([C:23]([CH2:24][CH3:25])=[N:31][O:30][CH2:28][CH3:29])[C:20](=[O:22])[CH2:21]2)[cH:14][cH:15]1. Reactants: BrC=1C=C(C=CC1)NC(=NC#N)N1[C@H](CN(CC1)C=1C2=C(N=CN1)NC=C2C)C ((S)—N-(3-bromophenyl)-N′-cyano-2-methyl-4-(5-methyl-7H-pyrrolo[2,3-d]pyrimidin-4-yl)piperazine-1-carboximidamide), ClC=1C2=C(N=CN1)NC(=C2)C (4-chloro-6-methyl-7H-pyrrolo[2,3-d]pyrimidine). The product is BrC=1C=C(C=CC1)NC(=NC#N)N1[C@H](CN(CC1)C=1C2=C(N=CN1)NC(=C2)C)C ((S)—N-(3-bromophenyl)-N′-cyano-2-methyl-4-(6-methyl-7H-pyrrolo[2,3-d]pyrimidin-4-yl)piperazine-1-carboximidamide). Reaction SMILES: Cl[C:2]1[C:3]2[CH:10]=[C:9]([CH3:11])[NH:8][C:4]=2[N:5]=[CH:6][N:7]=1.[Br:12][C:13]1[CH:14]=[C:15]([NH:19][C:20]([N:24]2[CH2:29][CH2:28][N:27](C3C4C(C)=CNC=4N=CN=3)[CH2:26][C@@H:25]2[CH3:40])=[N:21][C:22]#[N:23])[CH:16]=[CH:17][CH:18]=1>>[Br:12][C:13]1[CH:14]=[C:15]([NH:19][C:20]([N:24]2[CH2:29][CH2:28][N:27]([C:2]3[C:3]4[CH:10]=[C:9]([CH3:11])[NH:8][C:4]=4[N:5]=[CH:6][N:7]=3)[CH2:26][C@@H:25]2[CH3:40])=[N:21][C:22]#[N:23])[CH:16]=[CH:17][CH:18]=1. Procedure: Using the pyrrolopyrimidine from step A, the title compound was prepared in the same manner as (S)—N-(3-bromophenyl)-N′-cyano-2-methyl-4-(5-methyl-7H-pyrrolo[2,3-d]pyrimidin-4-yl)piperazine-1-carboximidamide from Example 5. The reactants are esters, FC1C[C@@H](N(CC1)CC1=CC=C(C=C1)C(F)(F)F)C(=O)N[C@@H](C)C1=CC=C(C(=O)OC)C=C1 (methyl 4-((1S)-1-((2R)-4-fluoro-1-(4-(trifluoromethyl)benzyl)piperidine-2-carboxamido)ethyl)benzoate), O[Li].O (LiOH H2O). Product: FC1C[C@@H](N(CC1)CC1=CC=C(C=C1)C(F)(F)F)C(=O)N[C@@H](C)C1=CC=C(C(=O)O)C=C1 (4-((1S)-1-((2R)-4-fluoro-1-(4-(trifluoromethyl)benzyl)piperidine-2-carboxamido)ethyl)benzoic acid). The yield is 69.8%. Reaction SMILES: [F:1][CH:2]1[CH2:7][CH2:6][N:5]([CH2:8][C:9]2[CH:14]=[CH:13][C:12]([C:15]([F:18])([F:17])[F:16])=[CH:11][CH:10]=2)[C@@H:4]([C:19]([NH:21][C@H:22]([C:24]2[CH:33]=[CH:32][C:27]([C:28]([O:30]C)=[O:29])=[CH:26][CH:25]=2)[CH3:23])=[O:20])[CH2:3]1.O[Li].O>>[F:1][CH:2]1[CH2:7][CH2:6][N:5]([CH2:8][C:9]2[CH:14]=[CH:13][C:12]([C:15]([F:18])([F:16])[F:17])=[CH:11][CH:10]=2)[C@@H:4]([C:19]([NH:21][C@H:22]([C:24]2[CH:25]=[CH:26][C:27]([C:28]([OH:30])=[O:29])=[CH:32][CH:33]=2)[CH3:23])=[O:20])[CH2:3]1 |f:1.2|. Procedure: The title compound (E14) (42 mg) was prepared according to the general procedure for esters hydrolysis (Method D) starting from methyl 4-((1S)-1-((2R)-4-fluoro-1-(4-(trifluoromethyl)benzyl)piperidine-2-carboxamido)ethyl)benzoate (D133) (62 mg). (LiOH H2O: 4 eq; reaction time: 5 hrs) Reactants: O1CCNCC2=C1C=CC(=C2)C2=CC=C(C=C2)C=2N(C=CN2)C(=O)OCC(C)C (2-methylpropyl 2-[4-(2,3,4,5-tetrahydro-1,4-benzoxazepin-7-yl)phenyl]-1H-imidazole-1-carboxylate), C(C)(C)N(CC)C(C)C (diisopropylethylamine), FC1=CC=C(C=C1)C1N(CCC(C1)=O)C(=O)Cl (2-(4-fluorophenyl)-4-oxopiperidine-1-carbonyl chloride). Run in O1CCCC1 (tetrahydrofuran), C(C)(=O)OCC (ethyl acetate). Reaction conditions: time 2 hour. The product is FC1=CC=C(C=C1)C1N(CCC(C1)=O)C(=O)N1CCOC2=C(C1)C=C(C=C2)C2=CC=C(C=C2)C=2N(C=CN2)C(=O)OCC(C)C (2-methylpropyl 2-[4-(4-{[2-(4-fluorophenyl)-4-oxopiperidin-1-yl]carbonyl}-2,3,4,5-tetrahydro-1,4-benzoxazepin-7-yl)phenyl]-1H-imidazole-1-carboxylate). The yield is 81.9%. RXN SMILES: [O:1]1[C:7]2[CH:8]=[CH:9][C:10]([C:12]3[CH:17]=[CH:16][C:15]([C:18]4[N:19]([C:23]([O:25][CH2:26][CH:27]([CH3:29])[CH3:28])=[O:24])[CH:20]=[CH:21][N:22]=4)=[CH:14][CH:13]=3)=[CH:11][C:6]=2[CH2:5][NH:4][CH2:3][CH2:2]1.C(N(C(C)C)CC)(C)C.[F:39][C:40]1[CH:45]=[CH:44][C:43]([CH:46]2[CH2:51][C:50](=[O:52])[CH2:49][CH2:48][N:47]2[C:53](Cl)=[O:54])=[CH:42][CH:41]=1>O1CCCC1.C(OCC)(=O)C>[F:39][C:40]1[CH:45]=[CH:44][C:43]([CH:46]2[CH2:51][C:50](=[O:52])[CH2:49][CH2:48][N:47]2[C:53]([N:4]2[CH2:5][C:6]3[CH:11]=[C:10]([C:12]4[CH:13]=[CH:14][C:15]([C:18]5[N:19]([C:23]([O:25][CH2:26][CH:27]([CH3:29])[CH3:28])=[O:24])[CH:20]=[CH:21][N:22]=5)=[CH:16][CH:17]=4)[CH:9]=[CH:8][C:7]=3[O:1][CH2:2][CH2:3]2)=[O:54])=[CH:42][CH:41]=1. Procedure: To a solution 2-methylpropyl 2-[4-(2,3,4,5-tetrahydro-1,4-benzoxazepin-7-yl)phenyl]-1H-imidazole-1-carboxylate (0.22 g, 0.56 mmol) and diisopropylethylamine (0.50 mL, 2.81 mmol) in dimethylfomamide (10 mL) at 0° C. a solution of 2-(4-fluorophenyl)-4-oxopiperidine-1-carbonyl chloride (reagent preparation 37) (0.15 g, 0.59 mmol) in tetrahydrofuran (5 mL) was added and the reaction mixture was stirred for 2 hours at room temperature. The mixture was diluted with ethyl acetate (250 mL) and partition... Starting materials: S1C=CC2=C1C=C(C=C2)CCOCCCN2CC(C2)O (1-{3-[2-(1-benzothiophen-6-yl)ethoxy]propyl}-3-azetidinol), C(C)(=O)OCC.Cl (hydrogen chloride-ethyl acetate). Run in C(C)(=O)OCC (ethyl acetate). Reaction conditions: time 1 hour. Yields the product Cl.S1C=CC2=C1C=C(C=C2)CCOCCCN2CC(C2)O (1-{3-[2-(1-benzothiophen-6-yl)ethoxy]propyl}-3-azetidinol hydrochloride). RXN SMILES: [S:1]1[C:5]2[CH:6]=[C:7]([CH2:10][CH2:11][O:12][CH2:13][CH2:14][CH2:15][N:16]3[CH2:19][CH:18]([OH:20])[CH2:17]3)[CH:8]=[CH:9][C:4]=2[CH:3]=[CH:2]1.C(OCC)(=O)C.[ClH:27]>C(OCC)(=O)C>[ClH:27].[S:1]1[C:5]2[CH:6]=[C:7]([CH2:10][CH2:11][O:12][CH2:13][CH2:14][CH2:15][N:16]3[CH2:17][CH:18]([OH:20])[CH2:19]3)[CH:8]=[CH:9][C:4]=2[CH:3]=[CH:2]1 |f:1.2,4.5|. Procedure details: In 3.0 mL of ethyl acetate was dissolved 0.28 g of 1-{3-[2-(1-benzothiophen-6-yl)ethoxy]propyl}-3-azetidinol, and to the solution was added 0.35 mL of a 3.25 mol/L dried hydrogen chloride-ethyl acetate solution, after which the resulting mixture was stirred at room temperature for 1 hour. Then, the solvent was distilled off under reduced pressure to obtain 0.30 g of 1-{3-[2-(1-benzothiophen-6-yl)ethoxy]propyl}-3-azetidinol hydrochloride as a light-yellow oil. The reactants are C#CC1(O)CCCC1, CCNCC, CN1Cc2c(I)ncn2-c2cccc(Cl)c2C1=O, [Cu]I, Cl[Pd]Cl, c1ccc(P(c2ccccc2)c2ccccc2)cc1, c1ccc(P(c2ccccc2)c2ccccc2)cc1. Product: CN1Cc2c(C#CC3(O)CCCC3)ncn2-c2cccc(Cl)c2C1=O. RXN SMILES: [C:19](#[CH:20])[C:21]1([OH:26])[CH2:22][CH2:23][CH2:24][CH2:25]1.[CH2:27]([NH:28][CH2:29][CH3:30])[CH3:31].[Cl:1][c:2]1[cH:3][cH:4][cH:5][c:6]2[c:7]1[C:8](=[O:18])[N:9]([CH3:17])[CH2:10][c:11]1[n:12]-2[cH:13][n:14][c:15]1[I:16].[Cu:73][I:74].[Pd:32]([Cl:33])[Cl:34].[c:35]1([P:36]([c:37]2[cH:38][cH:39][cH:40][cH:41][cH:42]2)[c:43]2[cH:44][cH:45][cH:46][cH:47][cH:48]2)[cH:49][cH:50][cH:51][cH:52][cH:53]1.[c:54]1([P:55]([c:56]2[cH:57][cH:58][cH:59][cH:60][cH:61]2)[c:62]2[cH:63][cH:64][cH:65][cH:66][cH:67]2)[cH:68][cH:69][cH:70][cH:71][cH:72]1>>[Cl:1][c:2]1[cH:3][cH:4][cH:5][c:6]2[c:7]1[C:8](=[O:18])[N:9]([CH3:17])[CH2:10][c:11]1[n:12]-2[cH:13][n:14][c:15]1[C:20]#[C:19][C:21]1([OH:26])[CH2:22][CH2:23][CH2:24][CH2:25]1.